The task is: describe an organic reaction: reactants, conditions, products, and yield. This data is from the Open Reaction Database (ORD), a public repository of structured organic reaction records. Reaction SMILES: FC(F)(F)C(O)=O.CC([N:12]([C@H:16]([CH3:35])[C:17]([NH:19][C:20]1[CH:21]=[N:22][C:23]([O:26][C:27]2[CH:32]=[CH:31][CH:30]=[CH:29][C:28]=2[CH2:33][CH3:34])=[CH:24][CH:25]=1)=[O:18])C(=O)[O-])(C)C>ClCCl>[CH2:33]([C:28]1[CH:29]=[CH:30][CH:31]=[CH:32][C:27]=1[O:26][C:23]1[N:22]=[CH:21][C:20]([NH:19][C:17](=[O:18])[C@@H:16]([CH3:35])[NH2:12])=[CH:25][CH:24]=1)[CH3:34]. Starting materials: CC(C)(C)N(C([O-])=O)[C@@H](C(=O)NC=1C=NC(=CC1)OC1=C(C=CC=C1)CC)C (1,1-dimethylethyl[(1R)-2-({6-[(2-ethylphenyl)oxy]-3-pyridinyl}amino)-1-methyl-2-oxoethyl]carbamate), CC(C)(C)N(C([O-])=O)[C@@H](C(=O)NC=1C=NC(=CC1)OC1=C(C=CC=C1)CC)C (1,1-dimethylethyl[(1R)-2-({6-[(2-ethylphenyl)oxy]-3-pyridinyl}amino)-1-methyl-2-oxoethyl]carbamate), FC(C(=O)O)(F)F (Trifluoroacetic acid). Solvent: ClCCl (dichloromethane). Procedure: In a 50 mL round-bottomed flask 1,1-dimethylethyl[(1R)-2-({6-[(2-ethylphenyl)oxy]-3-pyridinyl}amino)-1-methyl-2-oxoethyl]carbamate (Intermediate 47, 251.1 mg) was dissolved in dichloromethane (2 mL) to give a pale orange solution. Trifluoroacetic acid (2 mL, 26.0 mmol) was added. The reaction mixture was stirred at room temperature. After 20 minutes the solvent was evaporated under vacuum affording a yellow oil which was charged on a 5 g SCX cartridge and flushed with 25 mL of MeOH followed by 2... Yields the product C(C)C1=C(C=CC=C1)OC1=CC=C(C=N1)NC([C@H](N)C)=O (N1-{6-[(2-ethylphenyl)oxy]-3-pyridinyl}-D-alaninamide).